From a dataset of the Open Reaction Database (ORD), a public repository of structured organic reaction records. describe an organic reaction: reactants, conditions, products, and yield The reactants are [C@@H]12[C@@H](CCCC1)C(=O)OC2=O (cis-1,2-cyclohexane-dicarboxylic anhydride), CO (methanol). The product is COC(=O)[C@@H]1[C@@H](CCCC1)C(=O)O (cis-2-methoxycarbonyl-cyclohexanecarboxylic acid). Isolated yield 100.0%. As a reaction SMILES: [C@@H:1]12[C:10](=[O:11])[O:9][C:7](=[O:8])[C@@H:2]1[CH2:3][CH2:4][CH2:5][CH2:6]2.[CH3:12][OH:13]>>[CH3:12][O:13][C:7]([C@H:2]1[CH2:3][CH2:4][CH2:5][CH2:6][C@H:1]1[C:10]([OH:9])=[O:11])=[O:8]. Reported procedure: A mixture of 2 g (0.013 mol) of cis-1,2-cyclohexane-dicarboxylic anhydride in 15 mL of methanol was refluxed for 5 hr, then evaporated to dryness under reduced pressure to give 2.41 g (100% yield) of cis-2-methoxycarbonyl-cyclohexanecarboxylic acid. When this was substituted for 3 in Example 1, the identical process afforded the title compound, melting at 140°-144° C., in 36% yield; Rf (D)=0.53, 0.47. Reactants: CI, [Cl-], CC(C#N)c1ccc(Cl)nn1, [H-], [Na+], [Na+], C1CCOC1. RXN SMILES: [CH3:14][I:15].[Cl-:17].[Cl:3][c:4]1[cH:5][cH:6][c:7]([CH:10]([C:11]#[N:12])[CH3:13])[n:8][n:9]1.[H-:1].[Na+:16].[Na+:2].[O:18]1[CH2:19][CH2:20][CH2:21][CH2:22]1>>[Cl:3][c:4]1[cH:5][cH:6][c:7]([C:10]([C:11]#[N:12])([CH3:13])[CH3:14])[n:8][n:9]1. Yields the product CC(C)(C#N)c1ccc(Cl)nn1. Starting materials: ClC=1C=C2C=CC=NC2=CC1 (6-chloroquinoline), C(C1=CC=CC=C1)(=O)Cl (benzoyl chloride), C[Si](C)(C)C#N (trimethyl silyl cyanide). Reagents/catalysts: [Al+3].[Cl-].[Cl-].[Cl-] (AlCl3). Run in C(Cl)Cl (methylene chloride), C(Cl)Cl (methylene chloride). Run at time 0.5 hour. The product is C(C1=CC=CC=C1)(=O)N1C(C=CC2=CC(=CC=C12)Cl)C#N (1-(Benzoyl)-6-chloro-1,2-dihydro-quinoline-2-carbonitrile). RXN SMILES: [Cl:1][C:2]1[CH:3]=[C:4]2[C:9](=[CH:10][CH:11]=1)[N:8]=[CH:7][CH:6]=[CH:5]2.[C:12](Cl)(=[O:19])[C:13]1[CH:18]=[CH:17][CH:16]=[CH:15][CH:14]=1.C[Si]([C:25]#[N:26])(C)C>C(Cl)Cl.[Al+3].[Cl-].[Cl-].[Cl-]>[C:12]([N:8]1[C:9]2[C:4](=[CH:3][C:2]([Cl:1])=[CH:11][CH:10]=2)[CH:5]=[CH:6][CH:7]1[C:25]#[N:26])(=[O:19])[C:13]1[CH:18]=[CH:17][CH:16]=[CH:15][CH:14]=1 |f:4.5.6.7|. Reported procedure: A solution of 6-chloroquinoline (9.5 g), benzoyl chloride (13.2 g) in methylene chloride (50 mL) was treated with AlCl3 (0.10 g) followed by dropwise addition of trimethyl silyl cyanide (12.5 mL). After 0.5 hour, the mixture was diluted with 150 mL of methylene chloride and washed with water, 1N HCl, saturated sodium bicarbonate (aq.), and brine. The organic phase was dried over magnesium sulfate then evaporated to dryness. The residue was purified by column chromatography on silica gel using et... Reactants: OCC(=O)NC=1SC2=C(N1)C=CC(=C2)OC (2-(Hydroxyacetylamino)-6-methoxybenzothiazole), C(CC)(=O)Cl (propionyl chloride). Solvent: N1=CC=CC=C1 (pyridine). Reaction conditions: time 2 hour. Product: COC1=CC2=C(N=C(S2)NC(COC(CC)=O)=O)C=C1 (6-methoxy-2-(propionyloxyacetylamino)benzothiazole). RXN SMILES: [OH:1][CH2:2][C:3]([NH:5][C:6]1[S:7][C:8]2[CH:14]=[C:13]([O:15][CH3:16])[CH:12]=[CH:11][C:9]=2[N:10]=1)=[O:4].[C:17](Cl)(=[O:20])[CH2:18][CH3:19]>N1C=CC=CC=1>[CH3:16][O:15][C:13]1[CH:12]=[CH:11][C:9]2[N:10]=[C:6]([NH:5][C:3](=[O:4])[CH2:2][O:1][C:17](=[O:20])[CH2:18][CH3:19])[S:7][C:8]=2[CH:14]=1. Procedure details: 2-(Hydroxyacetylamino)-6-methoxybenzothiazole (1.2 g) prepared in Example 3 is dissolved in pyridine (50 ml) and thereto is added dropwise propionyl chloride (0.5 ml) at room temperature. After the mixture is stirred at room temperature for 2 hours, the solvent is distilled off. The resulting oil is solidified with addition of water. The obtained solids are filtered off and washed with water, then with diethyl ether, dried and recrystallized from ethanol to give the title compound (1.1 g) having... Starting materials: O (Water), ClC1=C(C(=O)N(COC)C2=CC=C(C=C2)CCC(=O)OCC)C=CC=N1 (ethyl 3-{4-[2-Chloro-N-(methoxymethyl)nicotinamido]phenyl}propanoate), 1,3-bis(dephenylphosphino)propane, C(CCC)P(CCCC)CCCC (tributylphosphine), C([O-])([O-])=O.[K+].[K+] (potassium carbonate). The reagents and catalysts are C(C)(=O)[O-].[Pd+2].C(C)(=O)[O-] (palladium(II) acetate). Solvent: CN(C=O)C (N,N-dimethylformamide). Product: COCN1C(C=2C=CC=NC2C2=C1C=CC(=C2)CCC(=O)OCC)=O (ethyl 3-[6-(Methoxymethyl)-5-oxo-5,6-dihydrobenzo[h][1,6]naphthyridine-9yl]propanoate). Isolated yield 62.4%. As a reaction SMILES: Cl[C:2]1[N:26]=[CH:25][CH:24]=[CH:23][C:3]=1[C:4]([N:6]([C:10]1[CH:15]=[CH:14][C:13]([CH2:16][CH2:17][C:18]([O:20][CH2:21][CH3:22])=[O:19])=[CH:12][CH:11]=1)[CH2:7][O:8][CH3:9])=[O:5].C(P(CCCC)CCCC)CCC.C(=O)([O-])[O-].[K+].[K+].O>CN(C)C=O.C([O-])(=O)C.[Pd+2].C([O-])(=O)C>[CH3:9][O:8][CH2:7][N:6]1[C:10]2[CH:15]=[CH:14][C:13]([CH2:16][CH2:17][C:18]([O:20][CH2:21][CH3:22])=[O:19])=[CH:12][C:11]=2[C:2]2[N:26]=[CH:25][CH:24]=[CH:23][C:3]=2[C:4]1=[O:5] |f:2.3.4,7.8.9|. Procedure details: The compound (55 mg, 0.146 mmol) prepared in step 3 was dissolved in N,N-dimethylformamide (3 ml), sequentially added with palladium(II) acetate (9.83 mg, 0.0438 mmol), 1,3-bis(dephenylphosphino)propane (18 mg, 0.0438 mmol), tributylphosphine (0.036 ml, 0.146 mmol), and potassium carbonate (40 mg, 0.292 mmol). The resulting mixture was refluxed for 5 hours. Water was added to the above solution and the mixture was extracted with chloroform. The organic layer was dried over anhydrous magnesium su... Reactants: C(C)(C)(C)OC(=O)C1=CC=C(C=C1)NC(=N)NOC(=O)OC (N-(4-t-butoxycarbonylphenyl)-N'-methoxycarbonyloxyguanidine). Run in FC(C(=O)O)(F)F (trifluoroacetic acid). Reaction conditions: time 2 hour. Product: C(=O)(O)C1=CC=C(C=C1)NC(=N)NOC(=O)OC (N-(4-carboxyphenyl)-N'-methoxycarbonyloxyguanidine). Isolated yield 60.1%. RXN SMILES: C([O:5][C:6]([C:8]1[CH:13]=[CH:12][C:11]([NH:14][C:15]([NH:17][O:18][C:19]([O:21][CH3:22])=[O:20])=[NH:16])=[CH:10][CH:9]=1)=[O:7])(C)(C)C>FC(F)(F)C(O)=O>[C:6]([C:8]1[CH:9]=[CH:10][C:11]([NH:14][C:15]([NH:17][O:18][C:19]([O:21][CH3:22])=[O:20])=[NH:16])=[CH:12][CH:13]=1)([OH:7])=[O:5]. Procedure details: In 25 ml of trifluoroacetic acid was dissolved 9.2 g of N-(4-t-butoxycarbonylphenyl)-N'-methoxycarbonyloxyguanidine produced in Reference Example 31. The solution was stirred for two hours at room temperature. The reaction mixture was concentrated under reduced pressure, to which was added 100 ml of water. To the mixture was added sodium hydrogencarbonate to adjust the pH to 6. The resulting crystalline precipitate was collected by filtration, followed by recrystallization from tetrahydrofuranet...